Task: describe an organic reaction: reactants, conditions, products, and yield. Dataset: the Open Reaction Database (ORD), a public repository of structured organic reaction records Reported procedure: A solution of 21.1 g (40 mmol) of N-[(2'-(1H-tetrazol-5-yl)biphenyl-4-yl)methyl]-N-valeryl-(L)-valine benzyl ester in 210 ml of methanol is hydrogenated at room temperature with the addition of 4 g of Pd/C (10% ) until the calculated amount of hydrogen has been absorbed (24 hours). The crude acid is obtained by filtration and evaporation of the solution. It is partitioned between 80 ml of 2N potassium hydroxide solution and 50 ml of ether. The aqueous phase is separated off and rendered acidic, ... The solvent is CO (methanol). RXN SMILES: C([O:8][C:9](=[O:39])[C@H:10]([CH:36]([CH3:38])[CH3:37])[N:11]([CH2:18][C:19]1[CH:24]=[CH:23][C:22]([C:25]2[CH:30]=[CH:29][CH:28]=[CH:27][C:26]=2[C:31]2[NH:35][N:34]=[N:33][N:32]=2)=[CH:21][CH:20]=1)[C:12](=[O:17])[CH2:13][CH2:14][CH2:15][CH3:16])C1C=CC=CC=1.[H][H]>CO.[Pd]>[C:9]([C@@H:10]([N:11]([C:12](=[O:17])[CH2:13][CH2:14][CH2:15][CH3:16])[CH2:18][C:19]1[CH:20]=[CH:21][C:22]([C:25]2[CH:30]=[CH:29][CH:28]=[CH:27][C:26]=2[C:31]2[NH:32][N:33]=[N:34][N:35]=2)=[CH:23][CH:24]=1)[CH:36]([CH3:37])[CH3:38])([OH:39])=[O:8]. Reagents/catalysts: [Pd] (Pd/C). Reactants: C(C1=CC=CC=C1)OC([C@@H](N(C(CCCC)=O)CC1=CC=C(C=C1)C1=C(C=CC=C1)C1=NN=NN1)C(C)C)=O (N-[(2'-(1H-tetrazol-5-yl)biphenyl-4-yl)methyl]-N-valeryl-(L)-valine benzyl ester), [H][H] (hydrogen). Product: C(=O)(O)[C@H](C(C)C)N(CC1=CC=C(C=C1)C1=C(C=CC=C1)C1=NN=NN1)C(CCCC)=O ((S)-N-(1-Carboxy-2-methyl-prop-1-yl)-N-pentanoyl-N-[2'-(1H-tetrazol-5-yl)biphenyl-4-ylmethyl]-amine). The reactants are BrC=1C=C(C(=CC1OC)N)N (4-bromo-5-methoxybenzene-1,2-diamine), C(OCC)(OCC)OCC (triethyl orthoformate). Solvent: C(=O)O (formic acid). Product: BrC1=CC2=C(NC=N2)C=C1OC (5-bromo-6-methoxy-1H-benzo[d]imidazole). Reaction SMILES: [Br:1][C:2]1[CH:3]=[C:4]([NH2:11])[C:5]([NH2:10])=[CH:6][C:7]=1[O:8][CH3:9].[CH:12](OCC)(OCC)OCC>C(O)=O>[Br:1][C:2]1[C:7]([O:8][CH3:9])=[CH:6][C:5]2[NH:10][CH:12]=[N:11][C:4]=2[CH:3]=1. Procedure details: To a stirred mixture of 4-bromo-5-methoxybenzene-1,2-diamine (3.8 g, 18 mmol) from Step 1 of this Example and triethyl orthoformate (50 mL) was added formic acid (1 mL). The mixture was heated at reflux for 3 h, then concentrated under reduced pressure. The residue was partitioned between EtOAc (200 mL) and a 1 N aq Na2CO3 (100 mL). The EtOAc layer was separated, washed with brine (100 mL), dried over Na2SO4, filtered, and concentrated under reduced pressure to afford 5-bromo-6-methoxy-1H-benzo[... As a reaction SMILES: [N+:1]([CH2:4][C@:5]1([CH2:12][C:13]([OH:15])=[O:14])[CH2:11][C@@H:10]2[C@H:6]1[CH2:7][CH2:8][CH2:9]2)([O-:3])=[O:2].C1(N)CCCCC1>C(OCC)(=O)C>[CH:4]1([NH2:1])[CH2:5][CH2:11][CH2:10][CH2:6][CH2:7]1.[N+:1]([CH2:4][C@:5]1([CH2:12][C:13]([OH:15])=[O:14])[CH2:11][C@@H:10]2[C@H:6]1[CH2:7][CH2:8][CH2:9]2)([O-:3])=[O:2] |f:3.4|. Starting materials: [N+](=O)([O-])C[C@]1([C@@H]2CCC[C@@H]2C1)CC(=O)O ((1R,5R,6S)-[6-(Nitromethyl)bicyclo[3.2.0]hept-6-yl]acetic acid), C1(CCCCC1)N (cyclohexylamine). Solvent: C(C)(=O)OCC (ethyl acetate). Reported procedure: A solution of nitro acid of Example 8 (928 g; 4.35 mol) in ethyl acetate (9.6 L) was dried by atmospheric azeotropic distillation at constant volume. After cooling the solution to 40° C., cyclohexylamine (423 g; 4.26 mol) was added over 15 minutes. The resultant slurry was cooled to 20° C. over 4 hours and left to stir for 13 hours at 20° C. The solid was collected by filtration and the damp filter cake washed with ethyl acetate (1.3 L). The isolated solid was then dried in vacuo at 30° C. for 1... Conditions: temperature 40 celsius, time 13 hour. Yields the product C1(CCCCC1)N.[N+](=O)([O-])C[C@]1([C@@H]2CCC[C@@H]2C1)CC(=O)O ((1R,5R,6S)-[6-(Nitromethyl)bicyclo[3.2.0]hept-6-yl]acetic acid cyclohexylamine salt). Isolated yield 177.3%. The reactants are FC(C(=O)O)(F)F.FC(C(=O)O)(F)F.FC(C(=O)O)(F)F.ClC=1C=NC=2NC=3C=NC=C(CCC4=C(C=CC(NC1N2)=C4)NC(C[C@H]4CNCC4)=O)C3 (N-[6-chloro-2,4,8,18,22-pentaazatetracyclo[14.3.1.1(3,7).1(9,13)]docosa-1(20),3(22),4,6,9(21),10,12,16,18-nonaen-12-yl]-2-[(3S)-pyrrolidin-3-yl]acetamide tris(trifluoroacetate)), N1N=C(N=C1)C(=O)O (1H-1,2,4-triazole-3-carboxylic acid). Yields the product FC(C(=O)O)(F)F.FC(C(=O)O)(F)F.ClC=1C=NC=2NC=3C=NC=C(CCC4=C(C=CC(NC1N2)=C4)NC(C[C@H]4CN(CC4)C(=O)C4=NNC=N4)=O)C3 (N-[6-Chloro-2,4,8,18,22-pentaazatetracyclo[14.3.1.1(3,7).1(9,13)]docosa-1(20),3(22),4,6,9(21),10,12,16,18-nonaen-12-yl]-2-[(3S)-1-(1H-1,2,4-triazol-3-ylcarbonyl)pyrrolidin-3-yl]acetamide bis(trifluoroacetate)). The yield is 68.0%. RXN SMILES: [F:1][C:2]([F:7])([F:6])[C:3]([OH:5])=[O:4].[F:8][C:9]([F:14])([F:13])[C:10]([OH:12])=[O:11].FC(F)(F)C(O)=O.[Cl:22][C:23]1[CH:24]=[N:25][C:26]2[NH:27][C:28]3[CH:29]=[N:30][CH:31]=[C:32]([CH:53]=3)[CH2:33][CH2:34][C:35]3[CH:43]=[C:39]([NH:40][C:41]=1[N:42]=2)[CH:38]=[CH:37][C:36]=3[NH:44][C:45](=[O:52])[CH2:46][C@@H:47]1[CH2:51][CH2:50][NH:49][CH2:48]1.[NH:54]1[CH:58]=[N:57][C:56]([C:59](O)=[O:60])=[N:55]1>>[F:1][C:2]([F:7])([F:6])[C:3]([OH:5])=[O:4].[F:8][C:9]([F:14])([F:13])[C:10]([OH:12])=[O:11].[Cl:22][C:23]1[CH:24]=[N:25][C:26]2[NH:27][C:28]3[CH:29]=[N:30][CH:31]=[C:32]([CH:53]=3)[CH2:33][CH2:34][C:35]3[CH:43]=[C:39]([NH:40][C:41]=1[N:42]=2)[CH:38]=[CH:37][C:36]=3[NH:44][C:45](=[O:52])[CH2:46][C@@H:47]1[CH2:51][CH2:50][N:49]([C:59]([C:56]2[N:57]=[CH:58][NH:54][N:55]=2)=[O:60])[CH2:48]1 |f:0.1.2.3,5.6.7|. Procedure details: The desired compound was prepared according to the procedure of Example D97, step A, using N-[6-chloro-2,4,8,18,22-pentaazatetracyclo[14.3.1.1(3,7).1(9,13)]docosa-1(20),3(22),4,6,9(21),10,12,16,18-nonaen-12-yl]-2-[(3S)-pyrrolidin-3-yl]acetamide tris(trifluoroacetate) and 1H-1,2,4-triazole-3-carboxylic acid as the starting materials in 68% yield. LCMS for C26H26ClN10O2 (M+H)+: m/z=545.0. Starting materials: CN(C)C=O, CCOC(C)=O, CCN(C(C)C)C(C)C, ICC1CCOC1, CC(C)c1csc(CCc2ccn3c(=O)c(C=CC(=O)OC(C)(C)C)c(O)nc3c2)n1. Yields the product CC(C)c1csc(CCc2ccn3c(=O)c(C=CC(=O)OC(C)(C)C)c(OCC4CCOC4)nc3c2)n1. Reaction SMILES: [CH3:32][N:33]([CH3:34])[CH:35]=[O:36].[CH3:53][CH2:54][O:55][C:56](=[O:57])[CH3:58].[CH:37]([N:38]([CH:39]([CH3:40])[CH3:41])[CH2:42][CH3:43])([CH3:44])[CH3:45].[I:46][CH2:47][CH:48]1[CH2:49][O:50][CH2:51][CH2:52]1.[OH:1][c:2]1[n:3][c:4]2[n:5]([c:6](=[O:17])[c:7]1[CH:8]=[CH:9][C:10](=[O:11])[O:12][C:13]([CH3:14])([CH3:15])[CH3:16])[cH:18][cH:19][c:20]([CH2:22][CH2:23][c:24]1[s:25][cH:26][c:27]([CH:29]([CH3:30])[CH3:31])[n:28]1)[cH:21]2>>[O:1]([c:2]1[n:3][c:4]2[n:5]([c:6](=[O:17])[c:7]1[CH:8]=[CH:9][C:10](=[O:11])[O:12][C:13]([CH3:14])([CH3:15])[CH3:16])[cH:18][cH:19][c:20]([CH2:22][CH2:23][c:24]1[s:25][cH:26][c:27]([CH:29]([CH3:30])[CH3:31])[n:28]1)[cH:21]2)[CH2:47][CH:48]1[CH2:49][O:50][CH2:51][CH2:52]1.